This data is from the Open Reaction Database (ORD), a public repository of structured organic reaction records. The task is: describe an organic reaction: reactants, conditions, products, and yield The reactants are C(C)(C)(C)C=1OC(=CN1)OCC (2-tert-Butyl-5-ethoxy-oxazole), C(C=C)(=O)OCC (ethyl acrylate). Conditions: temperature 100 celsius. The product is C(C)OC(C1=CC(=NC=C1O)C(C)(C)C)=O (2-tert-butyl-5-hydroxy-isonicotinic acid ethyl ester). Isolated yield 51.1%. RXN SMILES: [C:1]([C:5]1O[C:7]([O:10]CC)=[CH:8][N:9]=1)([CH3:4])([CH3:3])[CH3:2].[C:13]([O:17][CH2:18][CH3:19])(=[O:16])[CH:14]=[CH2:15]>>[CH2:18]([O:17][C:13](=[O:16])[C:14]1[C:7]([OH:10])=[CH:8][N:9]=[C:5]([C:1]([CH3:2])([CH3:3])[CH3:4])[CH:15]=1)[CH3:19]. Procedure: 2-tert-Butyl-5-ethoxy-oxazole (16.6 g, 98.1 mmol) was dissolved in freshly distilled ethyl acrylate (11.7 mL, 108 mmol). The solution was heated in a sealed tube to 100° C. for 24 h. Upon cooling, the remaining starting materials were distilled away from the product which was further purified by filtration through a plug of silica-gel (methylene chloride) and concentrated to provide 2-tert-butyl-5-hydroxy-isonicotinic acid ethyl ester (11.2 g, 54%) as a pale yellow oil. Reactants: CC(=O)O[BH-](OC(C)=O)OC(C)=O, C=O, CC(=O)O, CO, CCn1c(-c2nonc2N)nc2c(C#CC(C)(C)O)ncc(OCC3CNCCO3)c21, [Na+]. Product: CCn1c(-c2nonc2N)nc2c(C#CC(C)(C)O)ncc(OCC3CN(C)CCO3)c21. Reaction SMILES: [C:38]([O:39][BH-:40]([O:41][C:42](=[O:43])[CH3:44])[O:45][C:46](=[O:47])[CH3:48])(=[O:49])[CH3:50].[CH2:32]=[O:33].[CH3:34][C:35](=[O:36])[OH:37].[CH3:52][OH:53].[NH2:1][c:2]1[c:3](-[c:7]2[n:8]([CH2:30][CH3:31])[c:9]3[c:10]([c:11]([C:23]#[C:24][C:25]([CH3:26])([OH:27])[CH3:28])[n:12][cH:13][c:14]3[O:15][CH2:16][CH:17]3[O:18][CH2:19][CH2:20][NH:21][CH2:22]3)[n:29]2)[n:4][o:5][n:6]1.[Na+:51]>>[NH2:1][c:2]1[c:3](-[c:7]2[n:8]([CH2:30][CH3:31])[c:9]3[c:10]([c:11]([C:23]#[C:24][C:25]([CH3:26])([OH:27])[CH3:28])[n:12][cH:13][c:14]3[O:15][CH2:16][CH:17]3[O:18][CH2:19][CH2:20][N:21]([CH3:34])[CH2:22]3)[n:29]2)[n:4][o:5][n:6]1. Run in C1CCOC1 (THF). The reactants are [Si](C1=CC=CC=C1)(C1=CC=CC=C1)(C(C)(C)C)OC[C@H](CO)OCP(OCC)(OCC)=O (diethyl (S)-[1-(t-butyldiphenylsilyloxymethyl)-2-hydroxyethoxy]methylphosphonate), C1(=CC=CC=C1)P(C1=CC=CC=C1)C1=CC=CC=C1 (triphenylphosphine), C(C)(C)(C)OC(=O)N(C1=NC(=C2N=CN(C2=N1)O)OC)C(=O)OC(C)(C)C (2-[bis-(t-butoxycarbonyl)amino]-9-hydroxy-6-methoxypurine), A-319228, N(=NC(=O)OCC)C(=O)OCC (diethyl azodicarboxylate). Procedure details: To a stirred mixture of diethyl (S)-[1-(t-butyldiphenylsilyloxymethyl)-2-hydroxyethoxy]methylphosphonate (540 mg, 1.12 mmol), triphenylphosphine (440 mg, 1.68 mmol) and 2-[bis-(t-butoxycarbonyl)amino]-9-hydroxy-6-methoxypurine (prepared as described in EF-A-319228) (428 mg, 1.12 mmol) in dry THF (20 ml), cooled in ice and under a nitrogen atmosphere, was added dropwise diethyl azodicarboxylate (0.27 ml, 1.68 mmol). Within five minutes complete dissolution had occurred and the ice bath was remove... Isolated yield 32.8%. Conditions: time 1 hour. Product: C(C)(C)(C)OC(=O)N(C1=NC(=C2N=CN(C2=N1)OC[C@@H](CO[Si](C1=CC=CC=C1)(C1=CC=CC=C1)C(C)(C)C)OCP(=O)(OCC)OCC)OC)C(=O)OC(C)(C)C ((S)-2-[bis-(t-butoxycarbonyl)amino]-9-[3-(t-butyldiphenylsilyloxy)-2-(diethoxyphosphorylmethoxy)propoxy]-6-methoxypurine). As a reaction SMILES: [Si:1]([O:18][CH2:19][C@@H:20]([O:23][CH2:24][P:25](=[O:32])([O:29][CH2:30][CH3:31])[O:26][CH2:27][CH3:28])[CH2:21][OH:22])([C:14]([CH3:17])([CH3:16])[CH3:15])([C:8]1[CH:13]=[CH:12][CH:11]=[CH:10][CH:9]=1)[C:2]1[CH:7]=[CH:6][CH:5]=[CH:4][CH:3]=1.C1(P(C2C=CC=CC=2)C2C=CC=CC=2)C=CC=CC=1.[C:52]([O:56][C:57]([N:59]([C:72]([O:74][C:75]([CH3:78])([CH3:77])[CH3:76])=[O:73])[C:60]1[N:68]=[C:67]2[C:63]([N:64]=[CH:65][N:66]2O)=[C:62]([O:70][CH3:71])[N:61]=1)=[O:58])([CH3:55])([CH3:54])[CH3:53].N(C(OCC)=O)=NC(OCC)=O>C1COCC1>[C:75]([O:74][C:72]([N:59]([C:57]([O:56][C:52]([CH3:55])([CH3:54])[CH3:53])=[O:58])[C:60]1[N:68]=[C:67]2[C:63]([N:64]=[CH:65][N:66]2[O:22][CH2:21][C@H:20]([O:23][CH2:24][P:25]([O:26][CH2:27][CH3:28])([O:29][CH2:30][CH3:31])=[O:32])[CH2:19][O:18][Si:1]([C:14]([CH3:16])([CH3:17])[CH3:15])([C:8]2[CH:13]=[CH:12][CH:11]=[CH:10][CH:9]=2)[C:2]2[CH:7]=[CH:6][CH:5]=[CH:4][CH:3]=2)=[C:62]([O:70][CH3:71])[N:61]=1)=[O:73])([CH3:78])([CH3:77])[CH3:76]. The reactants are CC(C)(C)C(=O)Cl, Cc1ccccc1, O=C(O)Cc1ccc([N+](=O)[O-])cc1, c1ccncc1. Yields the product CC(C)(C)C(=O)OC(=O)Cc1ccc([N+](=O)[O-])cc1. As a reaction SMILES: [CH3:20][C:21]([C:22](=[O:23])[Cl:24])([CH3:25])[CH3:26].[CH3:27][c:28]1[cH:29][cH:30][cH:31][cH:32][cH:33]1.[N+:7](=[O:8])([O-:9])[c:10]1[cH:11][cH:12][c:13]([CH2:16][C:17](=[O:18])[OH:19])[cH:14][cH:15]1.[cH:1]1[cH:2][cH:3][n:4][cH:5][cH:6]1>>[N+:7](=[O:8])([O-:9])[c:10]1[cH:11][cH:12][c:13]([CH2:16][C:17]([O:18][C:22]([C:21]([CH3:20])([CH3:25])[CH3:26])=[O:23])=[O:19])[cH:14][cH:15]1. Reactants: CCN(C(C)C)C(C)C, ClCCl, CCCCCN1C(=O)C(O)(c2cc3c(cc2O)OCO3)c2cccnc21, O=S(Cl)Cl. Yields the product CCCCCN1C(=O)C(c2cc3c(cc2O)OCO3)c2cccnc21. Reaction SMILES: [CH:27]([N:28]([CH:29]([CH3:30])[CH3:31])[CH2:32][CH3:33])([CH3:34])[CH3:35].[Cl:40][CH2:41][Cl:42].[OH:1][C:2]1([c:17]2[cH:18][c:19]3[c:20]([cH:24][c:25]2[OH:26])[O:21][CH2:22][O:23]3)[C:3](=[O:16])[N:4]([CH2:11][CH2:12][CH2:13][CH2:14][CH3:15])[c:5]2[n:6][cH:7][cH:8][cH:9][c:10]21.[S:36]([Cl:37])([Cl:38])=[O:39]>>[CH:2]1([c:17]2[cH:18][c:19]3[c:20]([cH:24][c:25]2[OH:26])[O:21][CH2:22][O:23]3)[C:3](=[O:16])[N:4]([CH2:11][CH2:12][CH2:13][CH2:14][CH3:15])[c:5]2[n:6][cH:7][cH:8][cH:9][c:10]21. Starting materials: BrC1=CC=C(C=N1)N1CCOCC1 (4-(6-Bromo-pyridin-3-yl)-morpholine), C1(=CC=CC=C1)P(C1=C(C2=CC=CC=C2C=C1)C1=C(C=CC2=CC=CC=C12)P(C1=CC=CC=C1)C1=CC=CC=C1)C1=CC=CC=C1 (2,2′-bis(diphenylphosphino)-1,1′-binaphthyl), CC(C)([O-])C.[Na+] (sodium tert-butoxide), C(C)[C@H]1NC2=CC=C(C=C2[C@H](C1)N)C(F)(F)F ((2R,4S)-2-Ethyl-6-trifluoromethyl-1,2,3,4-tetrahydroquinolin-4-ylamine). Reagents/catalysts: C=1C=CC(=CC1)/C=C/C(=O)/C=C/C2=CC=CC=C2.C=1C=CC(=CC1)/C=C/C(=O)/C=C/C2=CC=CC=C2.C=1C=CC(=CC1)/C=C/C(=O)/C=C/C2=CC=CC=C2.[Pd].[Pd] (tris(dibenzylideneacetone)-dipalladium). Run in C1(=CC=CC=C1)C (toluene), C(C)(=O)OCC (ethyl acetate), O (Water), C1(=CC=CC=C1)C (toluene). Run at temperature 50 celsius, time 8 hour. The product is N1(CCOCC1)C=1C=CC(=NC1)N[C@H]1C[C@H](NC2=CC=C(C=C12)C(F)(F)F)CC ((2R,4S)-4-(5-Morpholin-4-yl-pyridin-2-yl-amino)-2-ethyl-6-trifluoromethyl-1,2,3,4-tetrahydroquinoline). RXN SMILES: Br[C:2]1[N:7]=[CH:6][C:5]([N:8]2[CH2:13][CH2:12][O:11][CH2:10][CH2:9]2)=[CH:4][CH:3]=1.C1(P(C2C=CC=CC=2)C2C=CC3C(=CC=CC=3)C=2C2C3C(=CC=CC=3)C=CC=2P(C2C=CC=CC=2)C2C=CC=CC=2)C=CC=CC=1.[CH2:60]([C@@H:62]1[CH2:71][C@H:70]([NH2:72])[C:69]2[C:64](=[CH:65][CH:66]=[C:67]([C:73]([F:76])([F:75])[F:74])[CH:68]=2)[NH:63]1)[CH3:61].CC(C)([O-])C.[Na+]>C1(C)C=CC=CC=1.C1C=CC(/C=C/C(/C=C/C2C=CC=CC=2)=O)=CC=1.C1C=CC(/C=C/C(/C=C/C2C=CC=CC=2)=O)=CC=1.C1C=CC(/C=C/C(/C=C/C2C=CC=CC=2)=O)=CC=1.[Pd].[Pd].C(OCC)(=O)C.O>[N:8]1([C:5]2[CH:4]=[CH:3][C:2]([NH:72][C@@H:70]3[C:69]4[C:64](=[CH:65][CH:66]=[C:67]([C:73]([F:76])([F:74])[F:75])[CH:68]=4)[NH:63][C@H:62]([CH2:60][CH3:61])[CH2:71]3)=[N:7][CH:6]=2)[CH2:13][CH2:12][O:11][CH2:10][CH2:9]1 |f:3.4,6.7.8.9.10|. Procedure details: 4-(6-Bromo-pyridin-3-yl)-morpholine (3.16 g), tris(dibenzylideneacetone)-dipalladium (806 mg), and 2,2′-bis(diphenylphosphino)-1,1′-binaphthyl (2.2 g) were dissolved in toluene (60 ml) and the mixture was stirred under nitrogen atmosphere at 50° C. for an hour. The reaction mixture was cooled to room temperature, thereto was added the compound obtained in Example 8 (1) dissolved in toluene (10 ml) and the mixture was stirred at room temperature for 15 minutes. The stirring was further continued ... Reactants: C, OC1CN(C(c2ccccc2)c2ccccc2)C1, O=S(=O)(Cl)Cl, c1ccncc1. The product is CS(=O)(=O)OC1CN(C(c2ccccc2)c2ccccc2)C1. RXN SMILES: [CH4:24].[CH:1]([c:2]1[cH:3][cH:4][cH:5][cH:6][cH:7]1)([c:8]1[cH:9][cH:10][cH:11][cH:12][cH:13]1)[N:14]1[CH2:15][CH:16]([OH:18])[CH2:17]1.[S:19](=[O:20])(=[O:21])([Cl:22])[Cl:23].[cH:25]1[cH:26][cH:27][n:28][cH:29][cH:30]1>>[CH:1]([c:2]1[cH:3][cH:4][cH:5][cH:6][cH:7]1)([c:8]1[cH:9][cH:10][cH:11][cH:12][cH:13]1)[N:14]1[CH2:15][CH:16]([O:18][S:19](=[O:20])(=[O:21])[CH3:24])[CH2:17]1. Product: COc1ccccc1Oc1c(NS(=O)(=O)Nc2ccc(C(C)C)cc2)nc(-c2ccncc2)nc1OCCOc1ncc(Br)cn1. Starting materials: Clc1ncc(Br)cn1, C1CCOC1, [H-], [Na+], CN(C)C=O, COc1ccccc1Oc1c(NS(=O)(=O)Nc2ccc(C(C)C)cc2)nc(-c2ccncc2)nc1OCCO. As a reaction SMILES: [Br:42][c:43]1[cH:44][n:45][c:46]([Cl:49])[n:47][cH:48]1.[CH2:55]1[O:56][CH2:57][CH2:58][CH2:59]1.[H-:40].[Na+:41].[O:50]=[CH:51][N:52]([CH3:53])[CH3:54].[OH:1][CH2:2][CH2:3][O:4][c:5]1[c:6]([O:31][c:32]2[c:33]([O:38][CH3:39])[cH:34][cH:35][cH:36][cH:37]2)[c:7]([NH:17][S:18]([NH:19][c:20]2[cH:21][cH:22][c:23]([CH:26]([CH3:27])[CH3:28])[cH:24][cH:25]2)(=[O:29])=[O:30])[n:8][c:9](-[c:11]2[cH:12][cH:13][n:14][cH:15][cH:16]2)[n:10]1>>[O:1]([CH2:2][CH2:3][O:4][c:5]1[c:6]([O:31][c:32]2[c:33]([O:38][CH3:39])[cH:34][cH:35][cH:36][cH:37]2)[c:7]([NH:17][S:18]([NH:19][c:20]2[cH:21][cH:22][c:23]([CH:26]([CH3:27])[CH3:28])[cH:24][cH:25]2)(=[O:29])=[O:30])[n:8][c:9](-[c:11]2[cH:12][cH:13][n:14][cH:15][cH:16]2)[n:10]1)[c:46]1[n:45][cH:44][c:43]([Br:42])[cH:48][n:47]1.